Task: describe an organic reaction: reactants, conditions, products, and yield. Dataset: the Open Reaction Database (ORD), a public repository of structured organic reaction records The reactants are C1=C(C=CC2=CC=CC=C12)O (2-naphthol), N1C=NC=C1 (Imidazole), 4-(dimethylamine)pyridine, C(C)OC(=O)CC=1C(C[C@H](C1)O)=O ((R)-2-ethoxycarbonylmethyl-4-hydroxy-2-cyclopenten-1-one), C(C)(C)(C)[Si](Cl)(C)C (tert-butyldimethylchlorosilane), C1(CCCCC1)N=C=NC1CCCCC1 (1,3-dicyclohexylcarbodiimide). Solvent: ClCCl (dichloromethane), ClCCl (dichloromethane), C(C)(=O)OCC (ethyl acetate). Reaction conditions: temperature 0 celsius, time 15 hour. The product is C1=C(C=CC2=CC=CC=C12)OC(=O)CC=1C(C[C@H](C1)O[Si](C)(C)C(C)(C)C)=O ((R)-2-(2-Naphthoxycarbonylmethyl)-4-tert-butyldimethylsilyloxy-2-cyclopenten-1-one). The yield is 48.4%. RXN SMILES: [CH2:1]([O:3][C:4]([CH2:6][C:7]1[C:8](=[O:13])[CH2:9][C@@H:10]([OH:12])[CH:11]=1)=[O:5])[CH3:2].N1C=CN=C1.[C:19]([Si:23]([CH3:26])([CH3:25])Cl)([CH3:22])([CH3:21])[CH3:20].[CH:27]1[C:36]2[C:31](=[CH:32][CH:33]=CC=2)[CH:30]=[CH:29][C:28]=1O.C1(N=C=NC2CCCCC2)CCCCC1>C(OCC)(=O)C.ClCCl>[CH:2]1[C:36]2[C:31](=[CH:30][CH:29]=[CH:28][CH:27]=2)[CH:32]=[CH:33][C:1]=1[O:3][C:4]([CH2:6][C:7]1[C:8](=[O:13])[CH2:9][C@@H:10]([O:12][Si:23]([C:19]([CH3:22])([CH3:21])[CH3:20])([CH3:26])[CH3:25])[CH:11]=1)=[O:5]. Reported procedure: 5 g (27.1 mmol, 98% e.e.) of (R)-2-ethoxycarbonylmethyl-4-hydroxy-2-cyclopenten-1-one was dissolved in ethyl acetate and the solution was placed in a nitrogen-purged flask. Imidazole (2.77 g, 40.7 mmol) was added. The solution was cooled to 0° C. and tert-butyldimethylchlorosilane (5.3 g, 35 mmol) was added in portions. The reaction mixture was allowed to warm to room temperature, and stirred for 15 hours. After filtration, the filtrate was washed with a saturated sodium bicarbonate solution and...